This data is from the Open Reaction Database (ORD), a public repository of structured organic reaction records. The task is: describe an organic reaction: reactants, conditions, products, and yield The reactants are C(C)(C)(C)C1=CC=C(CCl)C=C1 (p-tert-butylbenzyl chloride), C(C=C)O (allyl alcohol), [OH-].[Na+] (sodium hydroxide). The reagents and catalysts are [Cl-].C(CCC)[N+](CCCC)(CCCC)CCCC (tetrabutylammonium chloride). Product: C(C=C)OCC1=CC=C(C=C1)C(C)(C)C (p-tert-butylbenzyl allyl ether). RXN SMILES: [OH-].[Na+].[C:3]([C:7]1[CH:14]=[CH:13][C:10]([CH2:11]Cl)=[CH:9][CH:8]=1)([CH3:6])([CH3:5])[CH3:4].[CH2:15]([OH:18])[CH:16]=[CH2:17]>[Cl-].C([N+](CCCC)(CCCC)CCCC)CCC>[CH2:15]([O:18][CH2:11][C:10]1[CH:13]=[CH:14][C:7]([C:3]([CH3:6])([CH3:5])[CH3:4])=[CH:8][CH:9]=1)[CH:16]=[CH2:17] |f:0.1,4.5|. Reported procedure: 88 g (1.1 mol) of 50% sodium hydroxide solution are treated with 4.6 g (0.016 mol) of tetrabutylammonium chloride. At a temperature of 35° C. there is added dropwise within about 20 minutes while stirring well a mixture of 182.5 g (1.0 mol) of p-tert-butylbenzyl chloride and 61.5 g (1.06 mol) of allyl alcohol. The temperature is held at <70° C., which is accomplished if necessary by slight cooling. The mixture is stirred well at 70° C. for a further 12 hours. After cooling, the reaction mixture ... The reactants are ClCCl, CCO, [H][H], O=S1(=O)CC2(CCCCC2)C2OC2(c2ccccc2)c2ccccc21. Yields the product O=S1(=O)CC2(CCCCC2)C(O)C(c2ccccc2)c2ccccc21. Reaction SMILES: [CH2:31]([Cl:32])[Cl:33].[CH3:26][CH2:27][OH:28].[H:29][H:30].[c:1]1([C:7]23[CH:8]([O:9]2)[C:10]2([CH2:11][S:12](=[O:19])(=[O:20])[c:13]4[c:14]3[cH:15][cH:16][cH:17][cH:18]4)[CH2:21][CH2:22][CH2:23][CH2:24][CH2:25]2)[cH:2][cH:3][cH:4][cH:5][cH:6]1>>[c:1]1([CH:7]2[CH:8]([OH:9])[C:10]3([CH2:11][S:12](=[O:19])(=[O:20])[c:13]4[c:14]2[cH:15][cH:16][cH:17][cH:18]4)[CH2:21][CH2:22][CH2:23][CH2:24][CH2:25]3)[cH:2][cH:3][cH:4][cH:5][cH:6]1. Reactants: CCO, O=C1c2ccccc2C(=O)N1CC(OC1CCCCO1)c1cc2c(Cl)ccnc2[nH]1, NCC(OC1CCCCO1)c1cc2cccnc2[nH]1. Product: NCC(OC1CCCCO1)c1cc2c(Cl)ccnc2[nH]1. As a reaction SMILES: [CH3:50][CH2:51][OH:52].[Cl:20][c:21]1[c:22]2[cH:23][c:24]([CH:30]([CH2:31][N:32]3[C:33](=[O:34])[c:35]4[cH:36][cH:37][cH:38][cH:39][c:40]4[C:41]3=[O:42])[O:43][CH:44]3[O:45][CH2:46][CH2:47][CH2:48][CH2:49]3)[nH:25][c:26]2[n:27][cH:28][cH:29]1.[NH2:1][CH2:2][CH:3]([c:4]1[nH:5][c:6]2[c:7]([cH:8]1)[cH:9][cH:10][cH:11][n:12]2)[O:13][CH:14]1[CH2:15][CH2:16][CH2:17][CH2:18][O:19]1>>[Cl:20][c:21]1[c:22]2[cH:23][c:24]([CH:30]([CH2:31][NH2:32])[O:43][CH:44]3[O:45][CH2:46][CH2:47][CH2:48][CH2:49]3)[nH:25][c:26]2[n:27][cH:28][cH:29]1. Reactants: CI, [Cl-], [H-], [NH4+], [Na+], CN(C)C=O, OCC1CCC(CO)CC1. The product is COCC1CCC(CO)CC1. RXN SMILES: [CH3:13][I:14].[Cl-:15].[H-:12].[NH4+:16].[Na+:11].[O:17]=[CH:18][N:19]([CH3:20])[CH3:21].[OH:1][CH2:2][CH:3]1[CH2:4][CH2:5][CH:6]([CH2:9][OH:10])[CH2:7][CH2:8]1>>[O:1]([CH2:2][CH:3]1[CH2:4][CH2:5][CH:6]([CH2:9][OH:10])[CH2:7][CH2:8]1)[CH3:13]. Starting materials: C(C)(=O)NC1=NN2C(C3=CC=CC=C3C2)=N1 (2-Acetamido-5H-s-triazolo[5,1-a]isoindole), [H-].[Al+3].[Li+].[H-].[H-].[H-] (lithium aluminum hydride), C(C)(C)OC(C)C (isopropyl ether). The solvent is C(OC)COC (dimethoxyethane). The product is C(C)NC1=NN2C(C3=CC=CC=C3C2)=N1 (2-Ethylamino-5H-s-triazolo[5,1-a]isoindole). The yield is 60.0%. Reaction SMILES: [C:1]([NH:4][C:5]1[N:16]=[C:8]2[C:9]3[C:14]([CH2:15][N:7]2[N:6]=1)=[CH:13][CH:12]=[CH:11][CH:10]=3)(=O)[CH3:2].[H-].[Al+3].[Li+].[H-].[H-].[H-].C(OC(C)C)(C)C>C(COC)OC>[CH2:1]([NH:4][C:5]1[N:16]=[C:8]2[C:9]3[C:14]([CH2:15][N:7]2[N:6]=1)=[CH:13][CH:12]=[CH:11][CH:10]=3)[CH3:2] |f:1.2.3.4.5.6|. Procedure: 2-Acetamido-5H-s-triazolo[5,1-a]isoindole is reduced with lithium aluminum hydride at 0-10°C in dimethoxyethane. Yield 60%. M.p. 150-2°C (isopropyl ether). Starting materials: C(C)(C)(C)OC(N[C@H](CN(C)C)C1=C(C(=CC=C1)Cl)F)=O ([(S)-1-(3-chloro-2-fluoro-phenyl)-2-dimethylamino-ethyl]-carbamic acid tert-butyl ester), Cl (HCl). Solvent: O1CCOCC1 (dioxane), O1CCOCC1 (dioxane). Run at time 1 hour. Yields the product ClC=1C(=C(C=CC1)[C@@H](CN(C)C)N)F ((S)-1-(3-Chloro-2-fluoro-phenyl)-N*2*,N*2*-dimethyl-ethane-1,2-diamine). RXN SMILES: C(OC(=O)[NH:7][C@@H:8]([C:13]1[CH:18]=[CH:17][CH:16]=[C:15]([Cl:19])[C:14]=1[F:20])[CH2:9][N:10]([CH3:12])[CH3:11])(C)(C)C.Cl>O1CCOCC1>[Cl:19][C:15]1[C:14]([F:20])=[C:13]([C@H:8]([NH2:7])[CH2:9][N:10]([CH3:12])[CH3:11])[CH:18]=[CH:17][CH:16]=1. Procedure: To a solution of [(S)-1-(3-chloro-2-fluoro-phenyl)-2-dimethylamino-ethyl]-carbamic acid tert-butyl ester (315 mg, 0.99 mmol) in dioxane (6 mL) was added HCl 4N in dioxane (9.94 mL, 39.8 mmol). The reaction mixture was stirred at RT for 1 h and concentrated to give the desired material as a HCL salt which was used without further purification in the next step. MS (UPLC/MS): 217.2/219.2 [M+H]+; 1H NMR (400 MHz, DMSO-d6) δ (ppm): 9.17 (bs, 2H), 7.75 (m, 2H), 7.40 (t, 1H), 5.16 (m, 1H), 3.85 (m, 1H)... The reactants are COC(CN(C1=CC(=CC(=C1)OCCCCCCCCCCCCCCCCCC)OCCCOC1=CC=C(C=C1)S(=O)C)CC(=O)OC)=O (N-(2-methoxy-2-oxoethyl)-N-[3-[3-[4-(methylsulfinyl)phenoxy]propoxy]-5-(octadecyloxy)phenyl]glycine methyl ester), [OH-].[Na+] (NaOH). The solvent is CO (methanol). Product: CS(=O)C1=CC=C(OCCCOC=2C=C(C=C(C2)OCCCCCCCCCCCCCCCCCC)NCC(=O)O)C=C1 (3-[3-[4-(methylsulfinyl)phenoxy]propoxy]-5-(octadecyloxy)phenyl glycine), N-(carboxymethyl). The yield is 82.0%. As a reaction SMILES: C[O:2][C:3](=[O:50])[CH2:4][N:5](CC(OC)=O)[C:6]1[CH:11]=[C:10]([O:12][CH2:13][CH2:14][CH2:15][CH2:16][CH2:17][CH2:18][CH2:19][CH2:20][CH2:21][CH2:22][CH2:23][CH2:24][CH2:25][CH2:26][CH2:27][CH2:28][CH2:29][CH3:30])[CH:9]=[C:8]([O:31][CH2:32][CH2:33][CH2:34][O:35][C:36]2[CH:41]=[CH:40][C:39]([S:42]([CH3:44])=[O:43])=[CH:38][CH:37]=2)[CH:7]=1.[OH-].[Na+]>CO>[CH3:44][S:42]([C:39]1[CH:38]=[CH:37][C:36]([O:35][CH2:34][CH2:33][CH2:32][O:31][C:8]2[CH:7]=[C:6]([NH:5][CH2:4][C:3]([OH:50])=[O:2])[CH:11]=[C:10]([O:12][CH2:13][CH2:14][CH2:15][CH2:16][CH2:17][CH2:18][CH2:19][CH2:20][CH2:21][CH2:22][CH2:23][CH2:24][CH2:25][CH2:26][CH2:27][CH2:28][CH2:29][CH3:30])[CH:9]=2)=[CH:41][CH:40]=1)=[O:43] |f:1.2|. Procedure details: A solution of 0.73 g (1.02 mmol) of N-(2-methoxy-2-oxoethyl)-N-[3-[3-[4-(methylsulfinyl)phenoxy]propoxy]-5-(octadecyloxy)phenyl]glycine methyl ester and 0.68 ml (4.08 mmol) of 6N NaOH in 30 ml of methanol was stirred at reflux under argon for 4 hours. The methanol was removed at reduced pressure, the residue was acidified and the product was extracted with ethyl acetate. The dried extract was concentrated to a solid which was recrystallized from acetone-hexane to give 0.57 g (82% yield, mp 124°-... RXN SMILES: [CH2:1]([N:3](CC)CCN)[CH3:2].CO[C:11]([C:13]1[N:14]=[N:15][N:16]([C:33]2[CH:38]=[C:37]([CH:39]([CH3:41])[CH3:40])[C:36]([O:42]CC3C=CC=CC=3)=[CH:35][C:34]=2[O:50]CC2C=CC=CC=2)[C:17]=1[C:18]1[CH:23]=[CH:22][C:21]([CH2:24][NH:25][CH2:26][CH2:27][N:28]([CH2:31][CH3:32])[CH2:29][CH3:30])=[CH:20][CH:19]=1)=[O:12].[Br-]>C(#N)C>[CH2:1]([NH:3][C:11]([C:13]1[N:14]=[N:15][N:16]([C:33]2[CH:38]=[C:37]([CH:39]([CH3:41])[CH3:40])[C:36]([OH:42])=[CH:35][C:34]=2[OH:50])[C:17]=1[C:18]1[CH:23]=[CH:22][C:21]([CH2:24][NH:25][CH2:26][CH2:27][N:28]([CH2:31][CH3:32])[CH2:29][CH3:30])=[CH:20][CH:19]=1)=[O:12])[CH3:2] |f:0.1|. Solvent: C(C)#N (acetonitrile). Run at time 30 minute. Starting materials: C(C)N(CCN)CC.COC(=O)C=1N=NN(C1C1=CC=C(C=C1)CNCCN(CC)CC)C1=C(C=C(C(=C1)C(C)C)OCC1=CC=CC=C1)OCC1=CC=CC=C1 (1-(2,4-bis-benzyloxy-5-isopropyl-phenyl)-5-{4-[(2-diethylamino-ethylamino)-methyl]-phenyl}-1H-[1,2,3]triazole-4-carboxylic acid methyl ester N,N-diethylethylenediamine), [Br-] (bromide). Reported procedure: 1-(2,4-bis-benzyloxy-5-isopropyl-phenyl)-5-{4-[(2-diethylamino-ethylamino)-methyl]-phenyl}-1H-[1,2,3]triazole-4-carboxylic acid methyl ester N,N-diethylethylenediamine (0.6 mmol) was added at −10° C. to an acetonitrile solution of the bromide adduct obtained in Step A (125 mg, 0.2 mmol), and the reaction mixture was stirred for 30 minutes at this temperature and then warmed up to RT. After completion of the reaction (monitored by TLC), the solvent was removed under reduced pressure and the resid... Product: C(C)NC(=O)C=1N=NN(C1C1=CC=C(C=C1)CNCCN(CC)CC)C1=C(C=C(C(=C1)C(C)C)O)O (5-{4-[(2-diethylamino-ethylamino)-methyl]-phenyl}-1-(2,4-dihydroxy-5-isopropyl-phenyl)-1H-[1,2,3]triazole-4-carboxylic acid ethylamide), oil. Yield: 45.0%. Starting materials: COC(CN)OC (aminoacetaldehyde dimethyl acetal), C(C)(=O)C1=CC=C(C=C1)C1=CC=C(O1)C(OC)=N (methyl 5-(4-acetylphenyl)-2-furimidate), Cl (HCl), C (Darco). The solvent is CO (methanol), CO (methanol). Run at time 2 hour. Yields the product Cl.C(C)(=O)C1=CC=C(C=C1)C1=CC=C(O1)C(=NCC(OC)OC)N (5-(4-acetylphenyl)-N'-2,2-dimethoxyethyl-2-furamidine hydrochloride). Yield: 57.0%. RXN SMILES: [C:1]([C:4]1[CH:9]=[CH:8][C:7]([C:10]2[O:14][C:13]([C:15](=[NH:18])OC)=[CH:12][CH:11]=2)=[CH:6][CH:5]=1)(=[O:3])[CH3:2].[ClH:19].[CH3:20][O:21][CH:22]([O:25][CH3:26])[CH2:23][NH2:24].C>CO>[ClH:19].[C:1]([C:4]1[CH:5]=[CH:6][C:7]([C:10]2[O:14][C:13]([C:15]([NH2:18])=[N:24][CH2:23][CH:22]([O:25][CH3:26])[O:21][CH3:20])=[CH:12][CH:11]=2)=[CH:8][CH:9]=1)(=[O:3])[CH3:2] |f:5.6|. Procedure: A mixture of 30 g (0.12 mole) of methyl 5-(4-acetylphenyl)-2-furimidate and 500 ml of saturated ethereal/HCl was stirred for 2 hrs. at room temperature and the resulting solid filtered. A mixture of this solid, 12.6 g (0.12 mole) of aminoacetaldehyde dimethyl acetal and 500 ml of methanol was refluxed for 3 hr. with the resulting solution being treated with Darco and filtered hot. The filtrate was taken to dryness on the Calab evaporator yielding a residual solid. This solid was dissolved in ref...